Dataset: the Open Reaction Database (ORD), a public repository of structured organic reaction records. Task: describe an organic reaction: reactants, conditions, products, and yield Reactants: NC=1C=C(SC1)C(=O)OC (methyl 4-aminothiophene-2-carboxylate), N(=O)[O-].[Na+] (sodium nitrite), CNC (dimethylamine). Product: CN(C)N=NC=1C=C(SC1)C(=O)OC (methyl 4-[(dimethylamino)diazenyl]thiophene-2-carboxylate). RXN SMILES: [NH2:1][C:2]1[CH:3]=[C:4]([C:7]([O:9][CH3:10])=[O:8])[S:5][CH:6]=1.[N:11]([O-])=O.[Na+].[CH3:15][NH:16][CH3:17]>>[CH3:15][N:16]([N:11]=[N:1][C:2]1[CH:3]=[C:4]([C:7]([O:9][CH3:10])=[O:8])[S:5][CH:6]=1)[CH3:17] |f:1.2|. Procedure details: Diazotization of methyl 4-aminothiophene-2-carboxylate with sodium nitrite followed by treatment with dimethylamine provides methyl 4-[(dimethylamino)diazenyl]thiophene-2-carboxylate. Treatment of the ester with ammonia gave the required 4-[dimethylamino)diazenyl]thiophene-2-carboxamide (compd. No. 12). The precursor compound, methyl 4-aminothiophene-2-carboxylate is produced from the commercially available thiophene-2-carboxylic acid. The nitration of thiophene-2-carboxylic acid provides an ins... Starting materials: ClC1=NC=C(C(=O)NC2=CC(=C(C=C2)Cl)NC(C2=CC(=CC=C2)Cl)=O)C=C1 (6-chloro-N-(4-chloro-3-(3-chlorobenzamido)phenyl)nicotinamide), C(C)N1CCNCC1 (1-ethylpiperazin). Product: C(C)N1CCN(CC1)C1=NC=C(C(=O)N)C=C1 (6-(4-ethylpiperazin-1-yl)nicotinamide). RXN SMILES: Cl[C:2]1[CH:27]=[CH:26][C:5]([C:6]([NH:8]C2C=CC(Cl)=C(NC(=O)C3C=CC=C(Cl)C=3)C=2)=[O:7])=[CH:4][N:3]=1.[CH2:28]([N:30]1[CH2:35][CH2:34][NH:33][CH2:32][CH2:31]1)[CH3:29]>>[CH2:28]([N:30]1[CH2:35][CH2:34][N:33]([C:2]2[CH:27]=[CH:26][C:5]([C:6]([NH2:8])=[O:7])=[CH:4][N:3]=2)[CH2:32][CH2:31]1)[CH3:29]. Reported procedure: 6-chloro-N-(4-chloro-3-(3-chlorobenzamido)phenyl)nicotinamide (0.16 mmol) was used in general procedure 3 with 1-ethylpiperazin (0.83 mmol). The product was purified by RP-HPLC to give N-(4-chloro-3-(3-chlorobenzamido)phenyl))-6-(4-ethylpiperazin-1-yl)nicotinamide. MS (Q1) 498.1 (M)+ Reactants: FC(S(=O)(=O)OC=1C(=CC(=C2C=CC=NC12)Cl)C(C)=O)(F)F (7-Acetyl-5-chloroquinolin-8-yl trifluoromethanesulfonate), COC1CNCCC1 (3-methoxypiperidine), C([O-])([O-])=O.[Cs+].[Cs+] (cesium carbonate). The reagents and catalysts are C(C)(=O)[O-].[Pd+2].C(C)(=O)[O-] (palladium acetate), C1=CC=C(C=C1)P(C2=CC=CC=C2)C3=C(C4=CC=CC=C4C=C3)C5=C(C=CC6=CC=CC=C65)P(C7=CC=CC=C7)C8=CC=CC=C8 ((S)-(−)-2,2′-bis(diphenylphosphino)-1,1′-binaphthyl). The solvent is O1CCCC1 (tetrahydrofuran), ClCCl (dichloromethane). Run at temperature 65 celsius. Product: ClC1=C2C=CC=NC2=C(C(=C1)C(C)=O)N1CC(CCC1)OC (1-[5-Chloro-8-(3-methoxypiperidin-1-yl)quinolin-7-yl]ethanone). Isolated yield 34.4%. Reaction SMILES: FC(F)(F)S(O[C:7]1[C:8]([C:18](=[O:20])[CH3:19])=[CH:9][C:10]([Cl:17])=[C:11]2[C:16]=1[N:15]=[CH:14][CH:13]=[CH:12]2)(=O)=O.[CH3:23][O:24][CH:25]1[CH2:30][CH2:29][CH2:28][NH:27][CH2:26]1.C(=O)([O-])[O-].[Cs+].[Cs+]>O1CCCC1.ClCCl.C([O-])(=O)C.[Pd+2].C([O-])(=O)C.C1C=CC(P(C2C=CC3C(=CC=CC=3)C=2C2C3C(=CC=CC=3)C=CC=2P(C2C=CC=CC=2)C2C=CC=CC=2)C2C=CC=CC=2)=CC=1>[Cl:17][C:10]1[CH:9]=[C:8]([C:18](=[O:20])[CH3:19])[C:7]([N:27]2[CH2:28][CH2:29][CH2:30][CH:25]([O:24][CH3:23])[CH2:26]2)=[C:16]2[C:11]=1[CH:12]=[CH:13][CH:14]=[N:15]2 |f:2.3.4,7.8.9|. Reported procedure: A stirred mixture of 7-acetyl-5-chloroquinolin-8-yl trifluoromethanesulfonate (0.12 g, 0.34 mmol, from Example 47, Step 2), 3-methoxypiperidine (0.047 g, 0.41 mmol), palladium acetate (1.5 mg, 0.0068 mmol), (S)-(−)-2,2′-bis(diphenylphosphino)-1,1′-binaphthyl (6.3 mg, 0.010 mmol), and cesium carbonate (0.31 g, 0.95 mmol) in tetrahydrofuran (3 mL) was heated at 65° C. overnight. The mixture was cooled, diluted with dichloromethane and filtered. The filtrate was washed with brine, dried over MgSO4 ... The reactants are COC(CC1=CC2=CC=C(C=C2C(=C1C#C)OC(C)=O)F)=O ((4-acetoxy-3-ethynyl-6-fluoro-naphthalen-2-yl)-acetic acid methyl ester), [H][H] (hydrogen). Reagents/catalysts: [Pd] (palladium on carbon). The solvent is CO (methanol). Yields the product COC(CC1=CC2=CC=C(C=C2C(=C1CC)OC(C)=O)F)=O ((4-acetoxy-3-ethyl-6-fluoro-naphthalen-2-yl)acetic acid methyl ester). Yield: 98.7%. RXN SMILES: [CH3:1][O:2][C:3](=[O:22])[CH2:4][C:5]1[C:14]([C:15]#[CH:16])=[C:13]([O:17][C:18](=[O:20])[CH3:19])[C:12]2[C:7](=[CH:8][CH:9]=[C:10]([F:21])[CH:11]=2)[CH:6]=1.[H][H]>CO.[Pd]>[CH3:1][O:2][C:3](=[O:22])[CH2:4][C:5]1[C:14]([CH2:15][CH3:16])=[C:13]([O:17][C:18](=[O:20])[CH3:19])[C:12]2[C:7](=[CH:8][CH:9]=[C:10]([F:21])[CH:11]=2)[CH:6]=1. Reported procedure: To a solution of (4-acetoxy-3-ethynyl-6-fluoro-naphthalen-2-yl)-acetic acid methyl ester (50 mg) in methanol was added 10% palladium on carbon (10 mg). The resulting mixture was hydrogenated under 40 psi of hydrogen for 2 hours and filtered. The filtrate was concentrated in vacuo to afford (4-acetoxy-3-ethyl-6-fluoro-naphthalen-2-yl)acetic acid methyl ester (50 mg) as a colorless oil. Starting materials: ClB(Cl)Cl, CSC#N, Cc1ccccc1, c1ccc(Nc2ccccc2)cc1, O. Product: CSC(=O)c1ccccc1Nc1ccccc1. As a reaction SMILES: [B:14]([Cl:15])([Cl:16])[Cl:17].[CH3:18][S:19][C:20]#[N:21].[CH3:23][c:24]1[cH:25][cH:26][cH:27][cH:28][cH:29]1.[NH:1]([c:2]1[cH:3][cH:4][cH:5][cH:6][cH:7]1)[c:8]1[cH:9][cH:10][cH:11][cH:12][cH:13]1.[OH2:22]>>[NH:1]([c:2]1[c:3]([C:20]([S:19][CH3:18])=[O:22])[cH:4][cH:5][cH:6][cH:7]1)[c:8]1[cH:9][cH:10][cH:11][cH:12][cH:13]1. Reported procedure: Solutions of (R)—N—((S)-2,2-dimethyl-1-(pyridin-2-yl)propyl)-3,3,3-trifluoro-2-methoxy-2-phenylpropanamide (0.56 g, 1.472 mmol) or (R)—N—((R)-2,2-dimethyl-1-(pyridin-2-yl)propyl)-3,3,3-trifluoro-2-methoxy-2-phenylpropanamide (0.56 g, 1.472 mmol) in 48 wt % aqueous hydrogen bromide (5.02 mL, 44.2 mmol) were heated under microwave irradiation at 160° C. for 2 h. The mixtures were diluted with water (25 mL), extracted with dichloromethane (3×25 mL), and the dichloromethane extracts discarded. The a... Product: CC(C(N)C1=NC=CC=C1)(C)C (2,2-dimethyl-1-(pyridin-2-yl)propan-1-amine). The reactants are CC([C@@H](C1=NC=CC=C1)NC([C@@](C(F)(F)F)(C1=CC=CC=C1)OC)=O)(C)C ((R)—N—((S)-2,2-dimethyl-1-(pyridin-2-yl)propyl)-3,3,3-trifluoro-2-methoxy-2-phenylpropanamide), CC([C@H](C1=NC=CC=C1)NC([C@@](C(F)(F)F)(C1=CC=CC=C1)OC)=O)(C)C ((R)—N—((R)-2,2-dimethyl-1-(pyridin-2-yl)propyl)-3,3,3-trifluoro-2-methoxy-2-phenylpropanamide), Br (hydrogen bromide). The solvent is O (water). As a reaction SMILES: [CH3:1][C:2]([CH3:27])([CH3:26])[C@H:3]([NH:10]C(=O)[C@](OC)(C1C=CC=CC=1)C(F)(F)F)[C:4]1[CH:9]=[CH:8][CH:7]=[CH:6][N:5]=1.CC(C)(C)[C@@H](NC(=O)[C@](OC)(C1C=CC=CC=1)C(F)(F)F)C1C=CC=CN=1.Br>O>[CH3:1][C:2]([CH3:27])([CH3:26])[CH:3]([C:4]1[CH:9]=[CH:8][CH:7]=[CH:6][N:5]=1)[NH2:10]. The reactants are C(=O)C=1C=C(OC(C(=O)OC)C)C=CC1 (methyl 2-(3-formylphenoxy)propionate), [BH4-].[Na+] (sodium borohydride). Reagents/catalysts: C[O-].[Na+] (sodium methoxide). Solvent: CO (methanol). The product is OCC=1C=C(OC(C(=O)OC)C)C=CC1 (methyl 2-(3-hydroxymethylphenoxy)propionate). The yield is 97.5%. RXN SMILES: [CH:1]([C:3]1[CH:4]=[C:5]([CH:13]=[CH:14][CH:15]=1)[O:6][CH:7]([CH3:12])[C:8]([O:10][CH3:11])=[O:9])=[O:2].[BH4-].[Na+]>CO.C[O-].[Na+]>[OH:2][CH2:1][C:3]1[CH:4]=[C:5]([CH:13]=[CH:14][CH:15]=1)[O:6][CH:7]([CH3:12])[C:8]([O:10][CH3:11])=[O:9] |f:1.2,4.5|. Procedure details: By the method of Example 1, Step I, 15.7 g (0.0761 mole) of methyl 2-(3-formylphenoxy)propionate, 0.76 g (0.020 mole) of sodium borohydride, and 0.10 g (0.0018 mole) of sodium methoxide were reacted in 40 mL of methanol, yielding 15.6 g of methyl 2-(3-hydroxymethylphenoxy)propionate as a yellow liquid. The NMR and IR spectra were consistent with the proposed structure.